This data is from the Open Reaction Database (ORD), a public repository of structured organic reaction records. The task is: describe an organic reaction: reactants, conditions, products, and yield Reactants: O=C([O-])[O-], CCO, CCOC(C)=O, O=CO, O=C(NCCCl)N(CC1CC1)C1OCC(O)C(O)C1O, [K+], [K+], O=N[O-], [Na+]. Product: O=NN(CCCl)C(=O)N(CC1CC1)C1OCC(O)C(O)C1O. As a reaction SMILES: [C:28](=[O:29])([O-:30])[O-:31].[CH3:25][CH2:26][OH:27].[CH3:37][CH2:38][O:39][C:40](=[O:41])[CH3:42].[CH:34]([OH:35])=[O:36].[Cl:1][CH2:2][CH2:3][NH:4][C:5](=[O:6])[N:7]([CH:8]1[CH:9]([OH:10])[CH:11]([OH:12])[CH:13]([OH:14])[CH2:15][O:16]1)[CH2:17][CH:18]1[CH2:19][CH2:20]1.[K+:32].[K+:33].[N:21](=[O:22])[O-:23].[Na+:24]>>[Cl:1][CH2:2][CH2:3][N:4]([C:5](=[O:6])[N:7]([CH:8]1[CH:9]([OH:10])[CH:11]([OH:12])[CH:13]([OH:14])[CH2:15][O:16]1)[CH2:17][CH:18]1[CH2:19][CH2:20]1)[N:21]=[O:22].